Dataset: the Open Reaction Database (ORD), a public repository of structured organic reaction records. Task: describe an organic reaction: reactants, conditions, products, and yield Reactants: C(O)CN (ethanolamine), ClC1=NC=NC(=C1)Cl (4,6-dichloropyrimidine), ClC=1C=C(N)C=CC1OC (3-chloro-4-methoxyaniline), CCN(C(C)C)C(C)C (DIPEA). Run in CCCCO (n-BuOH). Run at time 8 hour. Product: ClC=1C=C(C=CC1OC)NC1=CC(=NC=N1)NCCO (2-(6-(3-Chloro-4-methoxyphenylamino)pyrimidin-4-ylamino)ethan-1-ol). The yield is 51.0%. As a reaction SMILES: Cl[C:2]1[CH:7]=[C:6](Cl)[N:5]=[CH:4][N:3]=1.[Cl:9][C:10]1[CH:11]=[C:12]([CH:14]=[CH:15][C:16]=1[O:17][CH3:18])[NH2:13].CCN(C(C)C)C(C)C.[CH2:28]([CH2:30][NH2:31])[OH:29]>CCCCO>[Cl:9][C:10]1[CH:11]=[C:12]([NH:13][C:6]2[N:5]=[CH:4][N:3]=[C:2]([NH:31][CH2:30][CH2:28][OH:29])[CH:7]=2)[CH:14]=[CH:15][C:16]=1[O:17][CH3:18]. Procedure details: 100 mg of 4,6-dichloropyrimidine, 106 mg of 3-chloro-4-methoxyaniline and 103 mg of DIPEA were dissolved in 1 mL n-BuOH and the mixture obtained was charged into a microwave vial and the vial obtained was kept overnight in a heating block at 120° C. The reaction was monitored by TLC and was completed after 12 hours. The mixture obtained was cooled to r.t., 61 mg of ethanolamine and 139 mg of were added and the mixture obtained was heated under microwave irradiation for an hour at 200° C. The rea... Reactants: N (ammonia), [N+](=O)([O-])C1=CC=C(C=2C=NSC21)OCC2=CC=CC=C2 (7-nitro-4-benzyloxy-1,2-benzisothiazole), O (water), C(C)(=O)O (acetic acid). Reagents/catalysts: [Fe] (iron). The solvent is C(CC)O (n-propanol). The product is NC1=CC=C(C=2C=NSC21)OCC2=CC=CC=C2 (7-amino-4-benzyloxy-1,2-benzisothiazole). Yield: 98.0%. RXN SMILES: [N+:1]([C:4]1[C:12]2[S:11][N:10]=[CH:9][C:8]=2[C:7]([O:13][CH2:14][C:15]2[CH:20]=[CH:19][CH:18]=[CH:17][CH:16]=2)=[CH:6][CH:5]=1)([O-])=O.O.C(O)(=O)C.N>[Fe].C(O)CC>[NH2:1][C:4]1[C:12]2[S:11][N:10]=[CH:9][C:8]=2[C:7]([O:13][CH2:14][C:15]2[CH:16]=[CH:17][CH:18]=[CH:19][CH:20]=2)=[CH:6][CH:5]=1. Procedure details: 28.6 g of 7-nitro-4-benzyloxy-1,2-benzisothiazole are added in portions to a boiling mixture of 67 ml of water, 30 g of iron powder, 3 ml of glacial acetic acid and 167 ml of n-propanol and the mixture is then refluxed for a further hour. When it has cooled, it is neutralized with concentrated ammonia solution and filtered. The filter residue is washed with methylene chloride and the combined wash solutions are dried over magnesium sulfate and freed from the solvent under reduced pressure. 25.1 ... Reactants: ClC1=CC=C2C(=CNC2=C1)C1=NC(=NC=C1)NC1CC(NC(C1)(C)C)(C)C ([4-(6-Chloro-1H-indol-3-yl)-pyrimidin-2-yl]-(2,2,6,6-tetramethyl-piperidin-4-yl)-amine), C(C=C)#N (acrylonitrile), CCCC[N+](CCCC)(CCCC)CCCC.[F-] (TBAF). The product is CC1(NC(CC(C1)NC1=NC=CC(=N1)C1=CNC2=CC(=CC=C12)/C=C/C#N)(C)C)C ((E)-3-{3-[2-(2,2,6,6-Tetramethyl-piperidin-4-ylamino)-pyrimidin-4-yl]-1H-indol-6-yl}-acrylonitrile). RXN SMILES: Cl[C:2]1[CH:10]=[C:9]2[C:5]([C:6]([C:11]3[CH:16]=[CH:15][N:14]=[C:13]([NH:17][CH:18]4[CH2:23][C:22]([CH3:25])([CH3:24])[NH:21][C:20]([CH3:27])([CH3:26])[CH2:19]4)[N:12]=3)=[CH:7][NH:8]2)=[CH:4][CH:3]=1.[C:28](#[N:31])[CH:29]=[CH2:30].CCCC[N+](CCCC)(CCCC)CCCC.[F-]>>[CH3:26][C:20]1([CH3:27])[CH2:19][CH:18]([NH:17][C:13]2[N:12]=[C:11]([C:6]3[C:5]4[C:9](=[CH:10][C:2](/[CH:30]=[CH:29]/[C:28]#[N:31])=[CH:3][CH:4]=4)[NH:8][CH:7]=3)[CH:16]=[CH:15][N:14]=2)[CH2:23][C:22]([CH3:24])([CH3:25])[NH:21]1 |f:2.3|. Procedure details: The title compound was prepared by the general Heck procedure described in Example 256, using the SEM-protected intermediate of Example 229 and acrylonitrile, followed by TBAF deprotection of the SEM group. Reactants: CNC(C=1C(C(=O)N)=CC=CC1)=O (N-methylphthalamide), CN(C=O)C (dimethylformamide), C(C)(=O)[O-].C(C)(=O)[O-].C(C)(=O)[O-].C(C)(=O)[O-].[Pb+4] (lead tetra-acetate). Solvent: O (water). Run at time 2 hour. The product is CN1C(NC2=CC=CC=C2C1=O)=O (3-Methyl-2,4(1H,3H)- Quinazolinedione). RXN SMILES: C[NH:2][C:3](=O)[C:4]1C(=C[CH:10]=[CH:11][CH:12]=1)C(N)=O.C[N:15]([CH3:18])[CH:16]=[O:17].[C:19]([O-:22])(=O)[CH3:20].C([O-])(=O)C.C([O-])(=O)C.C([O-])(=O)C.[Pb+4]>O>[CH3:18][N:15]1[C:19](=[O:22])[C:20]2[C:3](=[CH:4][CH:12]=[CH:11][CH:10]=2)[NH:2][C:16]1=[O:17] |f:2.3.4.5.6|. Procedure: A 50 ml. flask was charged with 1.0 g. N-methylphthalamide suspended in 11 ml. dimethylformamide. A 2.6 g. portion of lead tetra-acetate was added to the suspension, and the reaction mixture stirred at 40°-50° for 2 hours. The reaction mixture was diluted with 15 ml. water, cooled and filtered. The yield amounted to 0.89 g., melting point 230°-232°, representing 88 percent of theory based on the N-methylphthalamide. The structure was confirmed by infrared spectroscopy.